This data is from the Open Reaction Database (ORD), a public repository of structured organic reaction records. The task is: describe an organic reaction: reactants, conditions, products, and yield Starting materials: C(C)(=O)C1=CC=CC=C1 (Acetophenone), C(C)(C)N1C(=NC2=C1C(=CC(=C2)C(F)(F)F)N)C (1-isopropyl-2-methyl-5-trifluoromethyl-7-aminobenzimidazole). Solvent: C=1(C(=CC=CC1)C)C (xylene). Product: CC(C1=CC=CC=C1)=NC1=CC(=CC2=C1N(C(=N2)C)C(C)C)C(F)(F)F (7-(alpha-methylbenzylidenamino)-1-isopropyl-2-methyl-5-trifluoromethylbenzimidazole). As a reaction SMILES: [C:1]([C:4]1[CH:9]=[CH:8][CH:7]=[CH:6][CH:5]=1)(=O)[CH3:2].[CH:10]([N:13]1[C:17]2[C:18]([NH2:26])=[CH:19][C:20]([C:22]([F:25])([F:24])[F:23])=[CH:21][C:16]=2[N:15]=[C:14]1[CH3:27])([CH3:12])[CH3:11]>C1(C)C(C)=CC=CC=1>[CH3:2][C:1](=[N:26][C:18]1[C:17]2[N:13]([CH:10]([CH3:12])[CH3:11])[C:14]([CH3:27])=[N:15][C:16]=2[CH:21]=[C:20]([C:22]([F:25])([F:24])[F:23])[CH:19]=1)[C:4]1[CH:9]=[CH:8][CH:7]=[CH:6][CH:5]=1. Procedure: Acetophenone (2.8 g.) was reacted with 1-isopropyl-2-methyl-5-trifluoromethyl-7-aminobenzimidazole (4.0 g.) in 50 ml. of xylene for 21 hours according to the procedure of Example 1. After drying over sodium sulfate, the solvent was removed and the crude residue was recrystallized from benzene-cyclohexane (1:1) to give 3.38 g. of the desired product, m.p. 164°-166° C. The reactants are CC(=O)OC(C)=O, CC(=O)O, Cc1c(O)cccc1C(=O)O, O=S(=O)(O)O. Product: CC(=O)Oc1cccc(C(=O)O)c1C. As a reaction SMILES: [CH3:17][C:18](=[O:19])[O:20][C:21](=[O:22])[CH3:23].[CH3:24][C:25](=[O:26])[OH:27].[OH:1][c:2]1[c:3]([CH3:11])[c:4]([C:5](=[O:6])[OH:7])[cH:8][cH:9][cH:10]1.[S:12](=[O:13])(=[O:14])([OH:15])[OH:16]>>[O:1]([c:2]1[c:3]([CH3:11])[c:4]([C:5](=[O:6])[OH:7])[cH:8][cH:9][cH:10]1)[C:18]([CH3:17])=[O:19]. The reactants are C(C)(C)(C)OC(N(C)C=1C=C2C=CNC(C2=CC1F)=O)=O ((7-Fluoro-1-oxo-1,2-dihydro-isoquinolin-6-yl)-methyl-carbamic acid tert-butyl ester). Reagents/catalysts: O=[Pt]=O (PtO2), Cl (HCl). Solvent: CO (MeOH). Reaction conditions: time 8 hour. Product: FC1=C(C=C2CCNC(C2=C1)=O)NC (7-fluoro-6-(methylamino)-3,4-dihydroisoquinolin-1(2H)-one). The yield is 30.5%. Reaction SMILES: C(O[C:6](=O)[N:7]([C:9]1[CH:10]=[C:11]2[C:16](=[CH:17][C:18]=1[F:19])[C:15](=[O:20])[NH:14][CH:13]=[CH:12]2)C)(C)(C)C>CO.Cl.O=[Pt]=O>[F:19][C:18]1[CH:17]=[C:16]2[C:11]([CH2:12][CH2:13][NH:14][C:15]2=[O:20])=[CH:10][C:9]=1[NH:7][CH3:6]. Reported procedure: A mixture of tert-butyl 7-fluoro-1-oxo-1,2-dihydroisoquinolin-6-yl(methyl)carbamate (Example 45, 700 mg, 2.40 mmol) and PtO2 (470 mg) in MeOH (30 mL) containing concentrated HCl (8 drops) was hydrogenated under 300 psi in a high pressure vessel overnight. The reaction mixture was then filtered and the filtrate was concentrated in vacuo. The residue was treated with TFA (10 mL) and stirred for 1 hr, after which, the TFA solution was concentrated in vacuo. The residue was purified by RP-HPLC to gi... Starting materials: [Al+3], CC(=O)N1CCC(c2n[nH]c3cc(F)ccc23)CC1, [H-], [H-], [H-], [H-], [Li+], C1CCOC1, O. Product: CCN1CCC(c2n[nH]c3cc(F)ccc23)CC1. As a reaction SMILES: [Al+3:21].[C:1]([CH3:2])(=[O:3])[N:4]1[CH2:5][CH2:6][CH:7]([c:10]2[n:11][nH:12][c:13]3[cH:14][c:15]([F:19])[cH:16][cH:17][c:18]23)[CH2:8][CH2:9]1.[H-:20].[H-:23].[H-:24].[H-:25].[Li+:22].[O:27]1[CH2:28][CH2:29][CH2:30][CH2:31]1.[OH2:26]>>[CH2:1]([CH3:2])[N:4]1[CH2:5][CH2:6][CH:7]([c:10]2[n:11][nH:12][c:13]3[cH:14][c:15]([F:19])[cH:16][cH:17][c:18]23)[CH2:8][CH2:9]1. Starting materials: O=C(CBr)Nc1cnccn1, O=C(OC1CN2CCC1CC2)C1(c2ccccc2)CCCC1. Yields the product [Br-], O=C(C[N+]12CCC(CC1)C(OC(=O)C1(c3ccccc3)CCCC1)C2)Nc1cnccn1. RXN SMILES: [Br:23][CH2:24][C:25](=[O:26])[NH:27][c:28]1[n:29][cH:30][cH:31][n:32][cH:33]1.[c:1]1([C:7]2([C:12](=[O:13])[O:14][CH:15]3[CH2:16][N:17]4[CH2:18][CH2:19][CH:20]3[CH2:21][CH2:22]4)[CH2:8][CH2:9][CH2:10][CH2:11]2)[cH:2][cH:3][cH:4][cH:5][cH:6]1>>[Br-:23].[c:1]1([C:7]2([C:12](=[O:13])[O:14][CH:15]3[CH2:16][N+:17]4([CH2:24][C:25](=[O:26])[NH:27][c:28]5[n:29][cH:30][cH:31][n:32][cH:33]5)[CH2:18][CH2:19][CH:20]3[CH2:21][CH2:22]4)[CH2:8][CH2:9][CH2:10][CH2:11]2)[cH:2][cH:3][cH:4][cH:5][cH:6]1.